Dataset: the Open Reaction Database (ORD), a public repository of structured organic reaction records. Task: describe an organic reaction: reactants, conditions, products, and yield Reactants: C(O)CN (ethanolamine), O(C1=CC=CC=C1)CC1=CC=C(OC(C(=O)O)C)C=C1 (2-(4-phenoxymethylphenoxy)-propionic acid), S(=O)(Cl)Cl (thionyl chloride). The solvent is CN(C)P(=O)(N(C)C)N(C)C (HMPA). Conditions: time 2 hour. Product: OCC[NH-] (2-hydroxyethylamide), O(C1=CC=CC=C1)CC1=CC=C(OC(C(=O)O)C)C=C1 (2-(4-phenoxymethylphenoxy)-propionic acid). Reaction SMILES: [O:1]([CH2:8][C:9]1[CH:20]=[CH:19][C:12]([O:13][CH:14]([CH3:18])[C:15]([OH:17])=[O:16])=[CH:11][CH:10]=1)[C:2]1[CH:7]=[CH:6][CH:5]=[CH:4][CH:3]=1.S(Cl)(Cl)=O.[CH2:25]([CH2:27][NH2:28])[OH:26]>CN(P(N(C)C)(N(C)C)=O)C>[OH:26][CH2:25][CH2:27][NH-:28].[O:1]([CH2:8][C:9]1[CH:10]=[CH:11][C:12]([O:13][CH:14]([CH3:18])[C:15]([OH:17])=[O:16])=[CH:19][CH:20]=1)[C:2]1[CH:3]=[CH:4][CH:5]=[CH:6][CH:7]=1. Procedure details: 2.72 g. of 2-(4-phenoxymethylphenoxy)-propionic acid is dissolved in 12 ml. of HMPA. At -10°, 0.77 ml. of thionyl chloride is added thereto, and the mixture is agitated for 2 hours at -5°. Thereafter, 2.5 ml. of ethanolamine is added and the reaction mixture is stirred overnight at 20°. The mixture is then poured on ice and worked up as usual, yielding the 2-hydroxyethylamide of 2-(4-phenoxymethylphenoxy)-propionic acid. The reagents and catalysts are [Pt] (platinum on carbon), C1=C(C=CC2=CC=CC=C12)S(=O)(=O)O (2-naphthalene sulfonic acid). Reaction SMILES: [CH3:1][O:2][CH2:3][C:4]1[CH:9]=[C:8]([N+:10]([O-])=O)[CH:7]=[CH:6][C:5]=1[CH2:13][CH3:14].[CH3:15][CH2:16][C:17](=O)[CH2:18][CH3:19]>[Pt].CCOCC.C1C2C(=CC=CC=2)C=CC=1S(O)(=O)=O>[CH2:13]([C:5]1[CH:6]=[CH:7][C:8]([NH:10][CH:17]([CH2:18][CH3:19])[CH2:16][CH3:15])=[CH:9][C:4]=1[CH2:3][O:2][CH3:1])[CH3:14]. Solvent: CCOCC (ether). Procedure: A mixture of 10.0g of 2-ethyl-5-nitrobenzyl methyl ether, 10.38g of 3-pentanone, 0.23g of 2-naphthalene sulfonic acid, and 0.60g of 5% platinum on carbon catalyst was shaken under hydrogen for 2 hours at room temperature and for 4 hours at 48° C. to 60° C. The mixture was diluted with 200 ml of ether, filtered and the filtrate shaken with 2.5% aqueous sodium hydroxide, washed with water, filtered through sodium sulfate and stirred over magnesium sulfate. The filtered solution was concentrated un... Yield: 89.2%. Run at time 4 hour. The product is C(C)C1=C(C=C(NC(CC)CC)C=C1)COC (4-Ethyl-N-(1-ethylpropyl)-α-methoxy-m-toluidine). Starting materials: COCC1=C(C=CC(=C1)[N+](=O)[O-])CC (2-ethyl-5-nitrobenzyl methyl ether), CCC(CC)=O (3-pentanone). Reagents/catalysts: C([O-])([O-])=O.[Ag+2] (silver carbonate). RXN SMILES: Cl.[NH2:2][C@H:3]([C:9]([NH2:11])=[O:10])[CH2:4][CH2:5][C:6](=[O:8])[NH2:7]>C(=O)([O-])[O-].[Ag+2]>[NH2:2][C@H:3]([C:9]([NH2:11])=[O:10])[CH2:4][CH2:5][C:6](=[O:8])[NH2:7] |f:0.1,2.3|. Product: N[C@@H](CCC(N)=O)C(=O)N (L-glutamine amide). Isolated yield 229.7%. Reported procedure: 1.3 g of sulfodehydroabietic acid, 0.5 g of silver carbonate and 0.621 g of L-glutamine amide hydrochloride are treated in the same manner as described in Example 29, whereby 1.14 g of sulfodehydroabietic acid L-glutamine amide salt hemihydrate is obtained. Starting materials: sulfodehydroabietic acid, Cl.N[C@@H](CCC(N)=O)C(=O)N (L-glutamine amide hydrochloride). Starting materials: C(C)(=O)NC1=C(C=CC=C1)O (2-(N-acetylamino)-phenol), [F-].[Na+] (sodium fluoride), C(C)#N (acetonitrile), FN=C(C(F)(F)F)F (perfluoroazapropene). The product is FC(F)(F)N=C1OC2=C(N1C(C)=O)C=CC=C2 (2-trifluoromethylimino-3-acetyl-benzoxazoline). RXN SMILES: [C:1]([NH:4][C:5]1[CH:10]=[CH:9][CH:8]=[CH:7][C:6]=1[OH:11])(=[O:3])[CH3:2].[F-].[Na+].FN=C(F)[C:17]([F:20])([F:19])[F:18].[C:22](#[N:24])C>>[F:20][C:17]([N:24]=[C:22]1[N:4]([C:1](=[O:3])[CH3:2])[C:5]2[CH:10]=[CH:9][CH:8]=[CH:7][C:6]=2[O:11]1)([F:18])[F:19] |f:1.2|. Procedure details: 15 g (0.1 mole) of 2-(N-acetylamino)-phenol in 100 ml of dry acetonitrile and 9 g (0.214 mole) of dry sodium fluoride were heated to 75°-80°C while stirring and 15 g (0.11 mole) of perfluoroazapropene were slowly passed into this suspension. After completion of the reaction, the mixture was filtered, the solvent was concentrated and the residue was recrystallized from chloroform. 15 g of 2-trifluoromethylimino-3-acetyl-benzoxazoline were obtained as pale yellow prisms of melting point 140°-143°C... Reactants: C1(=CC=C(C=C1)[Sn](C)(C)C)C (p-tolyltrimethyltin), N#N (N2), CCOC(=O)C (EtOAc), BrC1=CSC=C1Br (3,4-dibromothiophene). Reagents/catalysts: C=1C=CC(=CC1)[P](C=2C=CC=CC2)(C=3C=CC=CC3)[Pd]([P](C=4C=CC=CC4)(C=5C=CC=CC5)C=6C=CC=CC6)([P](C=7C=CC=CC7)(C=8C=CC=CC8)C=9C=CC=CC9)[P](C=1C=CC=CC1)(C=1C=CC=CC1)C=1C=CC=CC1 (Pd(PPh3)4). The solvent is C1(=CC=CC=C1)C (toluene), C1(=CC=CC=C1)C (toluene). Conditions: temperature 120 celsius, time 8 hour. Product: BrC1=CSC=C1C1=CC=C(C=C1)C (3-bromo 4-(4-methylphenyl)thiophene). Yield: 45.0%. As a reaction SMILES: [C:1]1([CH3:11])[CH:6]=[CH:5][C:4]([Sn](C)(C)C)=[CH:3][CH:2]=1.N#N.Br[C:15]1[C:19]([Br:20])=[CH:18][S:17][CH:16]=1.CCOC(C)=O>C1(C)C=CC=CC=1.C1C=CC([P]([Pd]([P](C2C=CC=CC=2)(C2C=CC=CC=2)C2C=CC=CC=2)([P](C2C=CC=CC=2)(C2C=CC=CC=2)C2C=CC=CC=2)[P](C2C=CC=CC=2)(C2C=CC=CC=2)C2C=CC=CC=2)(C2C=CC=CC=2)C2C=CC=CC=2)=CC=1>[Br:20][C:19]1[C:15]([C:4]2[CH:5]=[CH:6][C:1]([CH3:11])=[CH:2][CH:3]=2)=[CH:16][S:17][CH:18]=1 |^1:37,39,58,77|. Reported procedure: Through a solution of p-tolyltrimethyltin (3.17 g, 12.4 mmol) in dry toluene (8 mL) was bubbled N2 for 5 min to degas the solution. To this was added 3,4-dibromothiophene (2.31 g, 9.56 mmol) and a catalytic amount of Pd(PPh3)4 (552 mg, 5 mol %). The reaction mixture was brought to reflux (120° C.) and left overnight. The reaction was cooled to rt and the toluene was replaced by EtOAc. The insoluable salts were removed by filtration through a plug of celite. The product was purified by flash chro... Reactants: O (water), C([O-])([O-])=O.[K+].[K+] (potassium carbonate), Cl.N1=C(C=CC=C1)CCl (2-picolyl chloride hydrochloride), C(C)(C)(C)OC(=O)NC1=CC=C(C=C1)N1C(C2=CC(=C(C=C2C(=C1C(=O)OC)C1=CC(=C(C(=C1)OC)OC)OC)OC)O)=O (2-[4-(tert-butoxycarbonylamino)phenyl]-7-hydroxy-6-methoxy-3-methoxycarbonyl-4-(3,4,5-trimethoxyphenyl)-1(2H)-isoquinolinone), CN(C=O)C (dimethyl formamide). The solvent is C(C)(=O)OCC (ethyl acetate). Conditions: temperature 60 celsius, time 8 hour. Product: C(C)(C)(C)OC(=O)NC1=CC=C(C=C1)N1C(C2=CC(=C(C(C2=C(C1OC)C1=CC(=C(C(=C1)OC)OC)OC)=C=O)OC)OCC1=NC=CC=C1)=O (2-[4-(tert-butoxycarbonylamino)phenyl]-6-methoxy-3-methoxy-carbonyl-7-(2-pyridylmethyloxy)-4-(3,4,5-trimethoxyphenyl)-1(2H)-isoquinolinone). RXN SMILES: [C:1]([O:5][C:6]([NH:8][C:9]1[CH:14]=[CH:13][C:12]([N:15]2[C:24](C(OC)=O)=[C:23]([C:29]3[CH:34]=[C:33]([O:35][CH3:36])[C:32]([O:37][CH3:38])=[C:31]([O:39][CH3:40])[CH:30]=3)[C:22]3[C:17](=[CH:18][C:19]([OH:43])=[C:20]([O:41][CH3:42])[CH:21]=3)[C:16]2=[O:44])=[CH:11][CH:10]=1)=[O:7])([CH3:4])([CH3:3])[CH3:2].[C:45](=[O:48])([O-])[O-].[K+].[K+].Cl.[N:52]1[CH:57]=[CH:56][CH:55]=[CH:54][C:53]=1[CH2:58]Cl.O.CN(C)[CH:63]=[O:64]>C(OCC)(=O)C>[C:1]([O:5][C:6]([NH:8][C:9]1[CH:14]=[CH:13][C:12]([N:15]2[CH:24]([O:64][CH3:63])[C:23]([C:29]3[CH:34]=[C:33]([O:35][CH3:36])[C:32]([O:37][CH3:38])=[C:31]([O:39][CH3:40])[CH:30]=3)=[C:22]3[C:17](=[CH:18][C:19]([O:43][CH2:58][C:53]4[CH:54]=[CH:55][CH:56]=[CH:57][N:52]=4)=[C:20]([O:41][CH3:42])[C:21]3=[C:45]=[O:48])[C:16]2=[O:44])=[CH:11][CH:10]=1)=[O:7])([CH3:2])([CH3:4])[CH3:3] |f:1.2.3,4.5|. Procedure details: The compound obtained in Example 5 (200 mg) is dissolved in dimethyl formamide (20 ml), and thereto are added potassium carbonate (92 mg), and 2-picolyl chloride hydrochloride (55 mg). The mixture is stirred at 60° C. overnight, and thereto are added water and ethyl acetate. The ethyl acetate layer is separated, washed, dried, and concentrated under reduced pressure. The residue is purified by silica gel column chromatography (solvent, hexane:ethyl acetate=1:2) to give 2-[4-(tert-butoxycarbonyla... Starting materials: IC1=C2/C(/C(NC2=CC=C1)=O)=C/C=1NC=CC1 ((Z)-1,3-dihydro-4-iodo-3-[(1H-pyrrol-2-yl)methylene]-2H-indol-2-one), IC1=C2/C(/C(NC2=CC=C1)=O)=C/C=1NC=CC1 ((Z)-1,3-dihydro-4-iodo-3-[(1H-pyrrol-2-yl)methylene]-2H-indol-2-one), C(=O)([O-])[O-].[Na+].[Na+] (Na2CO3), ClC1=CC=C(C=C1)B(O)O (4-chlorophenylboronic acid). Procedure details: A solution of (Z)-1,3-dihydro-4-iodo-3-[(1H-pyrrol-2-yl)methylene]-2H-indol-2-one (40 mg, 0.119 mmol) (Starting Material 1), 2M aqueous Na2CO3 solution (119 μL , 0.238 mmol), (Ph3P)4Pd (5 mg, 0.004 mmol) (Aldrich), and 4-chlorophenylboronic acid (21 mg, 0.134 mmol) (Aldrich) in 4 mL of a 3:1 mixture of 1,2-dimethoxyethane:distilled water was heated at reflux under a nitrogen atmosphere for 20 h. The reaction mixture was allowed to cool to room temperature and then directly purified by column chr... The solvent is COCCOC (1,2-dimethoxyethane). The product is ClC1=CC=C(C=C1)C1=C2/C(/C(NC2=CC=C1)=O)=C/C=1NC=CC1 ((Z)-4-(4-Chlorophenyl)-1,3-dihydro-3-[(1H-pyrrol-2-yl)methylene]-2H-indol-2-one). As a reaction SMILES: I[C:2]1[CH:10]=[CH:9][CH:8]=[C:7]2[C:3]=1/[C:4](=[CH:12]/[C:13]1[NH:14][CH:15]=[CH:16][CH:17]=1)/[C:5](=[O:11])[NH:6]2.C([O-])([O-])=O.[Na+].[Na+].[Cl:24][C:25]1[CH:30]=[CH:29][C:28](B(O)O)=[CH:27][CH:26]=1>C1C=CC([P]([Pd]([P](C2C=CC=CC=2)(C2C=CC=CC=2)C2C=CC=CC=2)([P](C2C=CC=CC=2)(C2C=CC=CC=2)C2C=CC=CC=2)[P](C2C=CC=CC=2)(C2C=CC=CC=2)C2C=CC=CC=2)(C2C=CC=CC=2)C2C=CC=CC=2)=CC=1.COCCOC>[Cl:24][C:25]1[CH:30]=[CH:29][C:28]([C:2]2[CH:10]=[CH:9][CH:8]=[C:7]3[C:3]=2/[C:4](=[CH:12]/[C:13]2[NH:14][CH:15]=[CH:16][CH:17]=2)/[C:5](=[O:11])[NH:6]3)=[CH:27][CH:26]=1 |f:1.2.3,^1:37,39,58,77|. The reagents and catalysts are C=1C=CC(=CC1)[P](C=2C=CC=CC2)(C=3C=CC=CC3)[Pd]([P](C=4C=CC=CC4)(C=5C=CC=CC5)C=6C=CC=CC6)([P](C=7C=CC=CC7)(C=8C=CC=CC8)C=9C=CC=CC9)[P](C=1C=CC=CC1)(C=1C=CC=CC1)C=1C=CC=CC1 ((Ph3P)4Pd). Reactants: C1=2C(=O)OC(NC1=CC=CC2)=O (Isatoic anhydride), NC1=CC=CC=C1 (aniline). Run in O (water). Yields the product NC1=C(C(=O)NC2=CC=CC=C2)C=CC=C1 (2-Amino-N-phenylbenzamide). As a reaction SMILES: [C:1]12[C:7](=[CH:8][CH:9]=[CH:10][CH:11]=1)[NH:6]C(=O)[O:4][C:2]2=O.[NH2:13][C:14]1[CH:19]=[CH:18][CH:17]=[CH:16][CH:15]=1>O>[NH2:6][C:7]1[CH:8]=[CH:9][CH:10]=[CH:11][C:1]=1[C:2]([NH:13][C:14]1[CH:19]=[CH:18][CH:17]=[CH:16][CH:15]=1)=[O:4]. Reported procedure: Isatoic anhydride (130 g) and aniline (700 ml) were heated to 140°, cooled, poured into 20 liters of water and filtered. The solid was extracted with 4 liters of 1.25N HCl and filtered. The filtrate was washed with ether, made alkaline with 2.5N NaOH and filtered. The solid was treated with ether and water to give 120 g product. Starting materials: Cc1ccnc2c1CCCC2C#N, CC(Cl)Cl, Cl, CCOP([O-])(=S)SCC. Yields the product Cc1ccnc2c1CCCC2C(N)=S, Cl. RXN SMILES: [C:1](#[N:2])[CH:3]1[CH2:4][CH2:5][CH2:6][c:7]2[c:8]([CH3:13])[cH:9][cH:10][n:11][c:12]21.[Cl:24][CH:25]([Cl:26])[CH3:27].[ClH:23].[P:14](=[S:15])([O-:16])([O:17][CH2:18][CH3:19])[S:20][CH2:21][CH3:22]>>[C:1]([NH2:2])([CH:3]1[CH2:4][CH2:5][CH2:6][c:7]2[c:8]([CH3:13])[cH:9][cH:10][n:11][c:12]21)=[S:15].[ClH:23]. Reactants: product, C([O-])([O-])=O.[K+].[K+] (potassium carbonate), ClC=1N=NC(=CC1)C1=NC(=NO1)C (3-chloro-6-(3-methyl-1,2,4-oxadiazol-5-yl)pyridazine), N1CCC2(CC1)OC(C1=C2C=CC=C1)=O (3H-spiro[2-benzofuran-1,4′-piperidin]-3-one). Product: CC1=NOC(=N1)C1=CC=C(N=N1)N1CCC2(CC1)OC(C1=C2C=CC=C1)=O (1′-[6-(3-methyl-1,2,4-oxadiazol-5-yl)pyridazin-3-yl]-3H-spiro[2-benzofuran-1,4′-piperidin]-3-one). Reaction SMILES: Cl[C:2]1[N:3]=[N:4][C:5]([C:8]2[O:12][N:11]=[C:10]([CH3:13])[N:9]=2)=[CH:6][CH:7]=1.[NH:14]1[CH2:19][CH2:18][C:17]2([C:23]3[CH:24]=[CH:25][CH:26]=[CH:27][C:22]=3[C:21](=[O:28])[O:20]2)[CH2:16][CH2:15]1.C(=O)([O-])[O-].[K+].[K+]>>[CH3:13][C:10]1[N:9]=[C:8]([C:5]2[N:4]=[N:3][C:2]([N:14]3[CH2:19][CH2:18][C:17]4([C:23]5[CH:24]=[CH:25][CH:26]=[CH:27][C:22]=5[C:21](=[O:28])[O:20]4)[CH2:16][CH2:15]3)=[CH:7][CH:6]=2)[O:12][N:11]=1 |f:2.3.4|. Procedure: The object product (187 mg, 52%) was obtained in the same manner as in Example 1 and using 3-chloro-6-(3-methyl-1,2,4-oxadiazol-5-yl)pyridazine (200 mg) obtained in Example 43(2), 3H-spiro[2-benzofuran-1,4′-piperidin]-3-one (240 mg) and potassium carbonate (140 mg).